The task is: describe an organic reaction: reactants, conditions, products, and yield. This data is from the Open Reaction Database (ORD), a public repository of structured organic reaction records. Starting materials: O=C(n1ccnc1)n1ccnc1, ClCCl, C1CCCNCC1, O=C(O)CC1CCCc2c1cnn2-c1ccccc1. Yields the product O=C(CC1CCCc2c1cnn2-c1ccccc1)N1CCCCCC1. As a reaction SMILES: [C:1]([n:2]1[cH:3][cH:4][n:5][cH:6]1)([n:7]1[cH:8][cH:9][n:10][cH:11]1)=[O:12].[Cl:39][CH2:40][Cl:41].[NH:32]1[CH2:33][CH2:34][CH2:35][CH2:36][CH2:37][CH2:38]1.[c:13]1(-[n:19]2[n:20][cH:21][c:22]3[c:27]2[CH2:26][CH2:25][CH2:24][CH:23]3[CH2:28][C:29](=[O:30])[OH:31])[cH:14][cH:15][cH:16][cH:17][cH:18]1>>[c:13]1(-[n:19]2[n:20][cH:21][c:22]3[c:27]2[CH2:26][CH2:25][CH2:24][CH:23]3[CH2:28][C:29](=[O:31])[N:32]2[CH2:33][CH2:34][CH2:35][CH2:36][CH2:37][CH2:38]2)[cH:14][cH:15][cH:16][cH:17][cH:18]1.